This data is from the Open Reaction Database (ORD), a public repository of structured organic reaction records. The task is: describe an organic reaction: reactants, conditions, products, and yield Reactants: diazonium salt, Cl (HCl), ClC1=C(C(=O)OC)C=C(C(=C1F)C)Cl (methyl 2,5-dichloro-3-fluoro-4-methylbenzoate), [OH-].[K+] (KOH). Solvent: CCO (EtOH). The product is ClC1=C(C(=O)O)C=C(C(=C1F)C)Cl (2,5-Dichloro-3-fluoro-4-methylbenzoic acid). RXN SMILES: [Cl:1][C:2]1[C:11]([F:12])=[C:10]([CH3:13])[C:9]([Cl:14])=[CH:8][C:3]=1[C:4]([O:6]C)=[O:5].[OH-].[K+].Cl>CCO>[Cl:1][C:2]1[C:11]([F:12])=[C:10]([CH3:13])[C:9]([Cl:14])=[CH:8][C:3]=1[C:4]([OH:6])=[O:5] |f:1.2|. Procedure details: The diazonium salt is heated under dry conditions in a glass flask. When the reaction has ended, the crude methyl 2,5-dichloro-3-fluoro-4-methylbenzoate is taken up in 100 ml of 50% strength EtOH, and 8.2 g of KOH are added. The mixture is boiled under reflux for 1 hour and, after cooling to room temperature, is acidified with HCl. The benzoic acid which has precipitated is isolated, dried and recrystallized from toluene. Yield: 11.3 g, melting point 195°-6°.